From a dataset of the Open Reaction Database (ORD), a public repository of structured organic reaction records. describe an organic reaction: reactants, conditions, products, and yield Starting materials: morpholine enamine, [OH-].[Na+] (sodium hydroxide), CO (methanol), C1(CCCCC1)=O (cyclohexanone), C(=C)C(=O)C (methyl vinyl ketone), other cyclic materials. Reagents/catalysts: [Cr](=O)([O-])[O-].[Cu+2] (copper chromite), CCCCCCCC[N+](C)(C)C.[Br-] (octalone). Solvent: O (water), O (water), C1=CC=CC=C1 (benzene). Reaction conditions: temperature 80 celsius. The product is C1=C(C=CC2=CC=CC=C12)O (beta-naphthol). Yield: 75.0%. Reaction SMILES: [C:1]1(=[O:7])[CH2:6][CH2:5][CH2:4][CH2:3][CH2:2]1.[CH:8]([C:10]([CH3:12])=O)=[CH2:9].CO.[OH-].[Na+]>C1C=CC=CC=1.O.CCCCCCCC[N+](C)(C)C.[Br-].[Cr]([O-])([O-])=O.[Cu+2]>[CH:2]1[C:3]2[C:4](=[CH:9][CH:8]=[CH:10][CH:12]=2)[CH:5]=[CH:6][C:1]=1[OH:7] |f:3.4,7.8,9.10|. Reported procedure: Next, the 46 parts by weight of the morpholine enamine of cyclohexanone was admixed with 19 parts by weight of methyl vinyl ketone in 53 parts by weight of benzene solvent and heated at reflux (80°C) for 3 hours. After the 3 hour period, the reaction mixture was cooled and treated with the solution comprising 40 parts by weight of methanol, 25 parts by weight of water and 5 parts by weight of sodium hydroxide to yield a resulting mixture which was then heated at reflux (70°C) for 2 hours and the... The reactants are COc1ccc(CCNC(=O)C2CCC2)cc1OC, CC#N, N, O=P(Cl)(Cl)Cl. Product: COc1cc2c(cc1OC)C(C1CCC1)=NCC2. Reaction SMILES: [CH3:1][O:2][c:3]1[cH:4][c:5]([CH2:11][CH2:12][NH:13][C:14](=[O:15])[CH:16]2[CH2:17][CH2:18][CH2:19]2)[cH:6][cH:7][c:8]1[O:9][CH3:10].[CH3:26][C:27]#[N:28].[NH3:25].[P:20]([Cl:21])([Cl:22])([Cl:23])=[O:24]>>[CH3:1][O:2][c:3]1[cH:4][c:5]2[c:6]([cH:7][c:8]1[O:9][CH3:10])[C:14]([CH:16]1[CH2:17][CH2:18][CH2:19]1)=[N:13][CH2:12][CH2:11]2. The reactants are CI (MeI), ClC1=CC=C(CN(CCCC(=O)O)C(=O)C2(N(CC2)C(NC2=CC(=CC(=C2)C)C)=O)C)C=C1 (4-{(4-chloro-benzyl)-[1-(3,5-dimethyl-phenylcarbamoyl)-2-methyl-azetidine-2-carbonyl]-amino}-butyric acid), compound 200, [H-].[Na+] (NaH). The solvent is CN(C)C=O (DMF). Conditions: temperature 20 celsius, time 1 hour. The product is ClC1=CC=C(CN(CCCC(=O)O)C(=O)C2(N(CC2)C(N(C)C2=CC(=CC(=C2)C)C)=O)C)C=C1 (4-((4-chloro-benzyl)-{1-[(3,5-dimethyl-phenyl)-methyl-carbamoyl]-2-methyl-azetidine-2-carbonyl}-amino)-butyric acid). Reaction SMILES: [Cl:1][C:2]1[CH:33]=[CH:32][C:5]([CH2:6][N:7]([C:14]([C:16]2([CH3:31])[CH2:19][CH2:18][N:17]2[C:20](=[O:30])[NH:21][C:22]2[CH:27]=[C:26]([CH3:28])[CH:25]=[C:24]([CH3:29])[CH:23]=2)=[O:15])[CH2:8][CH2:9][CH2:10][C:11]([OH:13])=[O:12])=[CH:4][CH:3]=1.[H-].[Na+].[CH3:36]I>CN(C=O)C>[Cl:1][C:2]1[CH:3]=[CH:4][C:5]([CH2:6][N:7]([C:14]([C:16]2([CH3:31])[CH2:19][CH2:18][N:17]2[C:20](=[O:30])[N:21]([C:22]2[CH:27]=[C:26]([CH3:28])[CH:25]=[C:24]([CH3:29])[CH:23]=2)[CH3:36])=[O:15])[CH2:8][CH2:9][CH2:10][C:11]([OH:13])=[O:12])=[CH:32][CH:33]=1 |f:1.2|. Procedure details: To a solution of 4-{(4-chloro-benzyl)-[1-(3,5-dimethyl-phenylcarbamoyl)-2-methyl-azetidine-2-carbonyl]-amino}-butyric acid, compound 200 (1 eq.) in DMF was added NaH (3 eq.). The reaction was stirred for 1 h at 20° C., then MeI (2.5 eq.) was added. The reaction was stirred for 15 h at 20° C. The crude was partitioned between aqueous HCl (0.1N) and EtOAc. The organic layer was washed with water, dried over MgSO4, filtered and concentrated under reduced pressure. The crude was purified by preparat...